Dataset: the Open Reaction Database (ORD), a public repository of structured organic reaction records. Task: describe an organic reaction: reactants, conditions, products, and yield The reactants are N1=CNC2=C1C=CC(=C2)N (benzimidazol-5-amine), [OH-].[Na+] (NaOH), COC1=CC=C(C=O)C=C1 (4-methoxybenzaldehyde), [BH4-].[Na+] (NaBH4). Product: COC1=CC=C(CNC2=CC3=C(N=CN3)C=C2)C=C1 (N-(4-Methoxybenzyl)-3H-benzo[d]imidazol-5-amine). Reaction SMILES: [N:1]1[C:5]2[CH:6]=[CH:7][C:8]([NH2:10])=[CH:9][C:4]=2[NH:3][CH:2]=1.[CH3:11][O:12][C:13]1[CH:20]=[CH:19][C:16]([CH:17]=O)=[CH:15][CH:14]=1.[BH4-].[Na+].[OH-].[Na+]>>[CH3:11][O:12][C:13]1[CH:20]=[CH:19][C:16]([CH2:17][NH:10][C:8]2[CH:7]=[CH:6][C:5]3[N:1]=[CH:2][NH:3][C:4]=3[CH:9]=2)=[CH:15][CH:14]=1 |f:2.3,4.5|. Procedure: Alternatively the compound was synthesized starting from benzimidazol-5-amine (2.66 g; 20 mmol; 1 eq.), 4-methoxybenzaldehyde (3.26 g; 2.9 ml; 24 mmol; 1.2 eq.), NaBH4 (1.14 g; 30 mmol; 1.5 eq.) and 5 N NaOH (20 ml; 100 mmol; 5 eq.) according to method 2; Yield: 4.53 g (89.5%); MS m/z: 254.3 [M+H]+ Starting materials: CO, CC(=O)C=Cc1ccccc1, C1CCOC1. The product is CC(O)C=Cc1ccccc1. Reaction SMILES: [CH3:17][OH:18].[CH:1]([c:2]1[cH:3][cH:4][cH:5][cH:6][cH:7]1)=[CH:8][C:9]([CH3:10])=[O:11].[O:12]1[CH2:13][CH2:14][CH2:15][CH2:16]1>>[CH:1]([c:2]1[cH:3][cH:4][cH:5][cH:6][cH:7]1)=[CH:8][CH:9]([CH3:10])[OH:11]. The reactants are COC(=O)C(C)Br, O=C([O-])[O-], CC#N, [K+], [K+], NS(=O)(=O)c1ccccc1O. The product is COC(=O)C(C)Oc1ccccc1S(N)(=O)=O. RXN SMILES: [Br:18][CH:19]([C:20](=[O:21])[O:22][CH3:23])[CH3:24].[C:12](=[O:13])([O-:14])[O-:15].[CH3:25][C:26]#[N:27].[K+:16].[K+:17].[OH:1][c:2]1[c:3]([S:8](=[O:9])(=[O:10])[NH2:11])[cH:4][cH:5][cH:6][cH:7]1>>[O:1]([c:2]1[c:3]([S:8](=[O:9])(=[O:10])[NH2:11])[cH:4][cH:5][cH:6][cH:7]1)[CH:19]([C:20](=[O:21])[O:22][CH3:23])[CH3:24]. Reactants: C(C)OC(=O)C=C(C(=O)OCC1=CC=CC=C1)CC(C)C (benzyl 3-(ethoxycarbonyl)-2-(2-methylpropyl)propenoate). Reagents/catalysts: [Pd] (palladium on charcoal). The solvent is C(C)O (ethanol). Product: C(C)OC(=O)CC(C(=O)O)CC(C)C (3-(ethoxycarbonyl)-2-(2-methylpropyl)propanoic acid). As a reaction SMILES: [CH2:1]([O:3][C:4]([CH:6]=[C:7]([CH2:18][CH:19]([CH3:21])[CH3:20])[C:8]([O:10]CC1C=CC=CC=1)=[O:9])=[O:5])[CH3:2]>C(O)C.[Pd]>[CH2:1]([O:3][C:4]([CH2:6][CH:7]([CH2:18][CH:19]([CH3:20])[CH3:21])[C:8]([OH:10])=[O:9])=[O:5])[CH3:2]. Procedure details: E and Z benzyl 3-(ethoxycarbonyl)-2-(2-methylpropyl)propenoate (25.0 g., 0.09 mol.) was dissolved in ethanol and hydrogenated at 50° C. under 37.5 psi in the presence of 5% palladium on charcoal (2.5 g). The resultant mixture was filtered through Celite and the solvent removed by evaporation in vacuo to yield 3-(ethoxycarbonyl)-2-(2-methylpropyl)propanoic acid as a mixture of isomers in the form of a thick oil. Reactants: NC[C@H]1N(CCC[C@H]1C)C(=O)C1=NC(=CC=C1C1=NC=CC=C1)C (((2S,3R)-2-(aminomethyl)-3-methylpiperidin-1-yl)(6′-methyl-[2,3′-bipyridin]-2′-yl)methanone), BrC1=NC=C(C=C1)Cl (2-bromo-5-chloropyridine). The product is ClC=1C=CC(=NC1)NC[C@H]1N(CCC[C@H]1C)C(=O)C1=NC(=CC=C1C1=NC=CC=C1)C (((2S,3R)-2-(((5-Chloropyridin-2-yl)amino)methyl)-3-methylpiperidin-1-yl)(6′-methyl-[2,3′-bipyridin]-2′-yl)methanone). RXN SMILES: [NH2:1][CH2:2][C@@H:3]1[C@H:8]([CH3:9])[CH2:7][CH2:6][CH2:5][N:4]1[C:10]([C:12]1[C:17]([C:18]2[CH:23]=[CH:22][CH:21]=[CH:20][N:19]=2)=[CH:16][CH:15]=[C:14]([CH3:24])[N:13]=1)=[O:11].Br[C:26]1[CH:31]=[CH:30][C:29]([Cl:32])=[CH:28][N:27]=1>>[Cl:32][C:29]1[CH:30]=[CH:31][C:26]([NH:1][CH2:2][C@@H:3]2[C@H:8]([CH3:9])[CH2:7][CH2:6][CH2:5][N:4]2[C:10]([C:12]2[C:17]([C:18]3[CH:23]=[CH:22][CH:21]=[CH:20][N:19]=3)=[CH:16][CH:15]=[C:14]([CH3:24])[N:13]=2)=[O:11])=[N:27][CH:28]=1. Procedure: The title compound was prepared following the same general protocol as described for Example A44 using ((2S,3R)-2-(aminomethyl)-3-methylpiperidin-1-yl)(6′-methyl-[2,3′-bipyridin]-2′-yl)methanone and 2-bromo-5-chloropyridine. MS (ESI) 436 (M+H). Starting materials: ClC=1N=C(C2=C(N1)N=C(S2)C(=O)N2CCN(CC2)S(=O)(=O)C)N2CCOCC2 ((5-Chloro-7-morpholinothiazolo[4,5-d]pyrimidin-2-yl)(4-methylsulfonylpiperazin-1-yl)methanone), C(C)#N (acetonitrile), B(C1=C2C=NNC2=CC=C1)(O)O (1H-indazol-4-yl-4-boronic acid), C([O-])([O-])=O.[Na+].[Na+] (sodium carbonate). The reagents and catalysts are Cl[Pd]([P](C1=CC=CC=C1)(C2=CC=CC=C2)C3=CC=CC=C3)([P](C4=CC=CC=C4)(C5=CC=CC=C5)C6=CC=CC=C6)Cl (trans-dichlorobis(triphenylphosphine)palladium(II)). Run in O (Water). The product is N1N=CC2=C(C=CC=C12)C=1N=C(C2=C(N1)N=C(S2)C(=O)N2CCN(CC2)S(=O)(=O)C)N2CCOCC2 ((5-(1H-indazol-4-yl)-7-morpholinothiazolo[4,5-d]pyrimidin-2-yl)(4-(methylsulfonyl)piperazin-1-yl)methanone). RXN SMILES: Cl[C:2]1[N:3]=[C:4]([N:23]2[CH2:28][CH2:27][O:26][CH2:25][CH2:24]2)[C:5]2[S:10][C:9]([C:11]([N:13]3[CH2:18][CH2:17][N:16]([S:19]([CH3:22])(=[O:21])=[O:20])[CH2:15][CH2:14]3)=[O:12])=[N:8][C:6]=2[N:7]=1.B(O)(O)[C:30]1[CH:38]=[CH:37][CH:36]=[C:35]2[C:31]=1[CH:32]=[N:33][NH:34]2.C(=O)([O-])[O-].[Na+].[Na+].C(#N)C>Cl[Pd](Cl)([P](C1C=CC=CC=1)(C1C=CC=CC=1)C1C=CC=CC=1)[P](C1C=CC=CC=1)(C1C=CC=CC=1)C1C=CC=CC=1.O>[NH:34]1[C:35]2[C:31](=[C:30]([C:2]3[N:3]=[C:4]([N:23]4[CH2:28][CH2:27][O:26][CH2:25][CH2:24]4)[C:5]4[S:10][C:9]([C:11]([N:13]5[CH2:18][CH2:17][N:16]([S:19]([CH3:22])(=[O:21])=[O:20])[CH2:15][CH2:14]5)=[O:12])=[N:8][C:6]=4[N:7]=3)[CH:38]=[CH:37][CH:36]=2)[CH:32]=[N:33]1 |f:2.3.4,^1:52,71|. Procedure: (5-Chloro-7-morpholinothiazolo[4,5-d]pyrimidin-2-yl)(4-methylsulfonylpiperazin-1-yl)methanone, 1H-indazol-4-yl-4-boronic acid (2.5 eq), and trans-dichlorobis(triphenylphosphine)palladium(II) (0.1 eq) were slurried with equal parts 1M sodium carbonate aqueous solution (3 eq) and acetonitrile. The solution was microwaved at 140° C. for 10 minutes. Water was added and the solution was filtered. The resulting precipitate was washed with methylene chloride and the organic layer was purified by silica... Starting materials: Nc1ccc2c(c1)B(O)OC2, O, c1ccncc1, O=S(=O)(Cl)c1ccc2[nH]ncc2c1. The product is O=S(=O)(Nc1ccc2c(c1)B(O)OC2)c1ccc2[nH]ncc2c1. As a reaction SMILES: [NH2:1][c:2]1[cH:3][cH:4][c:5]2[c:6]([cH:11]1)[B:7]([OH:10])[O:8][CH2:9]2.[OH2:25].[cH:26]1[cH:27][cH:28][n:29][cH:30][cH:31]1.[nH:12]1[n:13][cH:14][c:15]2[cH:16][c:17]([S:21](=[O:22])(=[O:23])[Cl:24])[cH:18][cH:19][c:20]12>>[NH:1]([c:2]1[cH:3][cH:4][c:5]2[c:6]([cH:11]1)[B:7]([OH:10])[O:8][CH2:9]2)[S:21]([c:17]1[cH:16][c:15]2[cH:14][n:13][nH:12][c:20]2[cH:19][cH:18]1)(=[O:22])=[O:23].